Dataset: the Open Reaction Database (ORD), a public repository of structured organic reaction records. Task: describe an organic reaction: reactants, conditions, products, and yield Starting materials: [O-]S(=O)(=S)[O-].[Na+].[Na+] (Na2S2O3), Cl (HCl), BrBr (Bromine), [OH-].[K+] (KOH), C1CCC2=CC(=CC=C12)C(C)=O (1-(2,3-Dihydro-1H-inden-5-yl)ethanone). Run in O (water). Run at temperature 55 celsius. Product: C1CCC2=CC(=CC=C12)C(=O)O (2,3-Dihydro-1H-indene-5-carboxylic acid). RXN SMILES: BrBr.[OH-].[K+].[CH2:5]1[C:13]2[C:8](=[CH:9][C:10]([C:14](=[O:16])C)=[CH:11][CH:12]=2)[CH2:7][CH2:6]1.[O-:17]S([O-])(=S)=O.[Na+].[Na+].Cl>O>[CH2:5]1[C:13]2[C:8](=[CH:9][C:10]([C:14]([OH:16])=[O:17])=[CH:11][CH:12]=2)[CH2:7][CH2:6]1 |f:1.2,4.5.6|. Procedure: Bromine (20.5 mL, 0.4 mol) was added to a solution of KOH (72.9 g, 1.3 mol) in water (250 mL) at 0° C. To the resulting solution was slowly added compound 2 (16.0 g, 0.1 mol) at 0° C. The reaction mixture was heated at 55° C. overnight and quenched with Na2S2O3 (14.8 g, 0.094 mol). The mixture was acidified to pH 2-3 with conc. HCl (40˜50 mL). The precipitate was collected by filtration, and washed with water. The crude product 3 was dried under high vacuum and used without further purification ...